From a dataset of the Open Reaction Database (ORD), a public repository of structured organic reaction records. describe an organic reaction: reactants, conditions, products, and yield The reactants are CO, [Li+], C1CCOC1, [OH-], O, O, COC(=O)c1ccc2cc[nH]c2c1. Reaction SMILES: [CH3:14][OH:15].[Li+:19].[O:20]1[CH2:21][CH2:22][CH2:23][CH2:24]1.[OH-:18].[OH2:16].[OH2:17].[nH:1]1[cH:2][cH:3][c:4]2[cH:5][cH:6][c:7]([C:10](=[O:11])[O:12][CH3:13])[cH:8][c:9]12>>[nH:1]1[cH:2][cH:3][c:4]2[cH:5][cH:6][c:7]([C:10](=[O:11])[OH:12])[cH:8][c:9]12. Yields the product O=C(O)c1ccc2cc[nH]c2c1. Starting materials: IC1=CC=C(C(=N1)C)O (6-Iodo-2-methylpyridin-3-ol), ClC1=NC=NC(=C1)Cl (4,6-dichloropyrimidine), C(=O)([O-])[O-].[K+].[K+] (K2CO3). The solvent is CC(=O)N(C)C (DMA). Conditions: temperature 110 celsius, time 16 hour. The product is ClC1=NC=NC(=C1)OC=1C(=NC(=CC1)I)C (4-chloro-6-((6-iodo-2-methylpyridin-3-yl)oxy)pyrimidine). Isolated yield 94.7%. Reaction SMILES: [I:1][C:2]1[N:7]=[C:6]([CH3:8])[C:5]([OH:9])=[CH:4][CH:3]=1.[Cl:10][C:11]1[CH:16]=[C:15](Cl)[N:14]=[CH:13][N:12]=1.C([O-])([O-])=O.[K+].[K+]>CC(N(C)C)=O>[Cl:10][C:11]1[CH:16]=[C:15]([O:9][C:5]2[C:6]([CH3:8])=[N:7][C:2]([I:1])=[CH:3][CH:4]=2)[N:14]=[CH:13][N:12]=1 |f:2.3.4|. Procedure details: 6-Iodo-2-methylpyridin-3-ol (2.00 g, 8.51 mmol) and 4,6-dichloropyrimidine (5.00 g, 33.6 mmol) were dissolved in DMA (40 mL) and sonicated and sparged with Ar for 10 min. K2CO3 (2.00 g, 14.5 mmol) was added and the reaction mixture was stirred at 110° C. for 16 h. The mixture was partitioned between water (260 mL) and EtOAc (100 mL). The solids were removed by filtration through a pad of diatomaceous earth. The filter cake was washed with EtOAc (3×25 mL). The organic phase was collected and the ...